This data is from the Open Reaction Database (ORD), a public repository of structured organic reaction records. The task is: describe an organic reaction: reactants, conditions, products, and yield The reactants are Br.COC=1C=C2CCC3=C(N=C(S3)N)C2=CC1 (7-methoxy-4,5-dihydronaphtho(1,2-D)(1,3)thiazol-2-amine hydrobromide), ClC1=C(C=CC(=C1Cl)Cl)S(=O)(=O)Cl (2,3,4-trichlorobenzenesulfonyl chloride). The product is ClC1=C(C=CC(=C1Cl)Cl)S(=O)(=O)NC=1SC2=C(N1)C1=CC=C(C=C1CC2)OC (2,3,4-Trichloro-N-(7-methoxy-4,5-dihydronaphtho[1,2-d][1,3]thiazol-2-yl)benzenesulfonamide), solid. RXN SMILES: Br.[CH3:2][O:3][C:4]1[CH:5]=[C:6]2[C:15](=[CH:16][CH:17]=1)[C:10]1[N:11]=[C:12]([NH2:14])[S:13][C:9]=1[CH2:8][CH2:7]2.[Cl:18][C:19]1[C:24]([Cl:25])=[C:23]([Cl:26])[CH:22]=[CH:21][C:20]=1[S:27](Cl)(=[O:29])=[O:28]>>[Cl:18][C:19]1[C:24]([Cl:25])=[C:23]([Cl:26])[CH:22]=[CH:21][C:20]=1[S:27]([NH:14][C:12]1[S:13][C:9]2[CH2:8][CH2:7][C:6]3[C:15](=[CH:16][CH:17]=[C:4]([O:3][CH3:2])[CH:5]=3)[C:10]=2[N:11]=1)(=[O:29])=[O:28] |f:0.1|. Procedure details: The title compound was prepared from 7-methoxy-4,5-dihydronaphtho(1,2-D)(1,3)thiazol-2-amine hydrobromide (85 mg) and 2,3,4-trichlorobenzenesulfonyl chloride (76 ng) as described in the synthetic METHOD B to give a white solid (13.1 mg) with purity >90%: MS (pos) m/z 475.3, 477.3 Starting materials: OB(O)c1ccc(OCc2ccccc2)c(F)c1, CCOC(C)=O, [Cl-], O=c1c(Br)cncn1Cc1ccc(Cl)cc1, [Li+], [Na+], [Na+], O=C([O-])[O-], C1COCCO1, O, c1ccc(P(c2ccccc2)(c2ccccc2)[Pd](P(c2ccccc2)(c2ccccc2)c2ccccc2)(P(c2ccccc2)(c2ccccc2)c2ccccc2)P(c2ccccc2)(c2ccccc2)c2ccccc2)cc1. Yields the product O=c1c(-c2ccc(OCc3ccccc3)c(F)c2)cncn1Cc1ccc(Cl)cc1. Reaction SMILES: [CH2:17]([c:18]1[cH:19][cH:20][cH:21][cH:22][cH:23]1)[O:24][c:25]1[c:26]([F:34])[cH:27][c:28]([B:31]([OH:32])[OH:33])[cH:29][cH:30]1.[CH3:43][CH2:44][O:45][C:46](=[O:47])[CH3:48].[Cl-:35].[Cl:1][c:2]1[cH:3][cH:4][c:5]([CH2:6][n:7]2[cH:8][n:9][cH:10][c:11]([Br:14])[c:12]2=[O:13])[cH:15][cH:16]1.[Li+:36].[Na+:37].[Na+:38].[O-:39][C:40](=[O:41])[O-:42].[O:127]1[CH2:128][CH2:129][O:130][CH2:131][CH2:132]1.[OH2:126].[cH:49]1[cH:50][cH:51][c:52]([P:53]([Pd:54]([P:55]([c:56]2[cH:57][cH:58][cH:59][cH:60][cH:61]2)([c:62]2[cH:63][cH:64][cH:65][cH:66][cH:67]2)[c:68]2[cH:69][cH:70][cH:71][cH:72][cH:73]2)([P:74]([c:75]2[cH:76][cH:77][cH:78][cH:79][cH:80]2)([c:81]2[cH:82][cH:83][cH:84][cH:85][cH:86]2)[c:87]2[cH:88][cH:89][cH:90][cH:91][cH:92]2)[P:93]([c:94]2[cH:95][cH:96][cH:97][cH:98][cH:99]2)([c:100]2[cH:101][cH:102][cH:103][cH:104][cH:105]2)[c:106]2[cH:107][cH:108][cH:109][cH:110][cH:111]2)([c:112]2[cH:113][cH:114][cH:115][cH:116][cH:117]2)[c:118]2[cH:119][cH:120][cH:121][cH:122][cH:123]2)[cH:124][cH:125]1>>[Cl:1][c:2]1[cH:3][cH:4][c:5]([CH2:6][n:7]2[cH:8][n:9][cH:10][c:11](-[c:28]3[cH:27][c:26]([F:34])[c:25]([O:24][CH2:17][c:18]4[cH:19][cH:20][cH:21][cH:22][cH:23]4)[cH:30][cH:29]3)[c:12]2=[O:13])[cH:15][cH:16]1. Reactants: COC(=O)CCCCCCC1C(OC(C)=O)CC(OC2CCCCO2)C1C=O, CCCCC(F)(F)C(=O)CP(=O)(OC)OC, COC(C)(C)C, [K+], [OH-], O. The product is CCCCC(F)(F)C(=O)C=CC1C(OC2CCCCO2)CC(OC(C)=O)C1CCCCCCC(=O)OC. As a reaction SMILES: [C:19]([CH3:20])(=[O:21])[O:22][CH:23]1[CH2:24][CH:25]([O:40][CH:41]2[O:42][CH2:43][CH2:44][CH2:45][CH2:46]2)[CH:26]([CH:38]=[O:39])[CH:27]1[CH2:28][CH2:29][CH2:30][CH2:31][CH2:32][CH2:33][C:34](=[O:35])[O:36][CH3:37].[CH3:1][O:2][P:3](=[O:4])([O:5][CH3:6])[CH2:7][C:8]([C:9]([CH2:10][CH2:11][CH2:12][CH3:13])([F:14])[F:15])=[O:16].[CH3:48][O:49][C:50]([CH3:51])([CH3:52])[CH3:53].[K+:18].[OH-:17].[OH2:47]>>[CH:7]([C:8]([C:9]([CH2:10][CH2:11][CH2:12][CH3:13])([F:14])[F:15])=[O:16])=[CH:38][CH:26]1[CH:25]([O:40][CH:41]2[O:42][CH2:43][CH2:44][CH2:45][CH2:46]2)[CH2:24][CH:23]([O:22][C:19]([CH3:20])=[O:21])[CH:27]1[CH2:28][CH2:29][CH2:30][CH2:31][CH2:32][CH2:33][C:34](=[O:35])[O:36][CH3:37]. Reactants: [OH-].[Na+] (sodium hydroxide), S(=O)(=O)(O)O.C(C(C)C)NC(=N)N (isobutylguanidine sulfate), S(=O)(=O)([O-])[O-].[Na+].[Na+] (sodium sulfate), ClC1=C(C=CC(=O)Cl)C(=CC=C1)Cl (2,6-dichlorocinnamoyl chloride). Solvent: O1CCCC1 (tetrahydrofuran), O1CCCC1 (tetrahydrofuran). Reaction conditions: time 45 minute. Product: Cl.ClC1=C(C=CC(=O)NC(=N)NCC(C)C)C(=CC=C1)Cl (1-(2,6-Dichlorocinnamoyl)-3-Isobutylguanidine Hydrochloride). Reaction SMILES: [OH-].[Na+].S(O)(O)(=O)=O.[CH2:8]([NH:12][C:13]([NH2:15])=[NH:14])[CH:9]([CH3:11])[CH3:10].S([O-])([O-])(=O)=O.[Na+].[Na+].[Cl:23][C:24]1[CH:34]=[CH:33][CH:32]=[C:31]([Cl:35])[C:25]=1[CH:26]=[CH:27][C:28](Cl)=[O:29]>O1CCCC1>[ClH:23].[Cl:23][C:24]1[CH:34]=[CH:33][CH:32]=[C:31]([Cl:35])[C:25]=1[CH:26]=[CH:27][C:28]([NH:14][C:13]([NH:12][CH2:8][CH:9]([CH3:11])[CH3:10])=[NH:15])=[O:29] |f:0.1,2.3,4.5.6,9.10|. Reported procedure: A mixture of 7.62 g of a 50% aqueous sodium hydroxide solution, 15.65 g isobutylguanidine sulfate and 120 ml of tetrahydrofuran is stirred for 45 minutes. 12 g of anhydrous sodium sulfate are added to the mixture and stirring continued for 40 minutes. A solution of 2,6-dichlorocinnamoyl chloride (11.22 g) in 40 ml of anhydrous tetrahydrofuran is added dropwise, and the reaction mixture stirred overnight. The yellow reaction mixture is filtered, concentrated in vacuo and the resulting yellow oil ... Starting materials: ClC1=CC=C(C=C1)S(=O)(=O)Cl (4-chlorophenylsulfonyl chloride), O (water), C([O-])([O-])=O.[K+].[K+] (potassium carbonate), Cl.NC1CC=2C=CC(=CC2CC1)CC(=O)OCC (ethyl 6-amino-5,6,7,8-tetrahydronaphthalene-2-acetate hydrochloride). The solvent is C(C)(=O)OCC (ethyl acetate), C(C)(=O)OCC (ethyl acetate). Yields the product ClC1=CC=C(C=C1)S(=O)(=O)NC1CC=2C=CC(=CC2CC1)CC(=O)OCC (ethyl 6-(4-chlorophenyl)sulfonylamino-5,6,7,8-tetrahydronaphthalene-2-acetate). The yield is 83.5%. As a reaction SMILES: [Cl:1][C:2]1[CH:7]=[CH:6][C:5]([S:8](Cl)(=[O:10])=[O:9])=[CH:4][CH:3]=1.O.C(=O)([O-])[O-].[K+].[K+].Cl.[NH2:20][CH:21]1[CH2:30][CH2:29][C:28]2[CH:27]=[C:26]([CH2:31][C:32]([O:34][CH2:35][CH3:36])=[O:33])[CH:25]=[CH:24][C:23]=2[CH2:22]1>C(OCC)(=O)C>[Cl:1][C:2]1[CH:7]=[CH:6][C:5]([S:8]([NH:20][CH:21]2[CH2:30][CH2:29][C:28]3[CH:27]=[C:26]([CH2:31][C:32]([O:34][CH2:35][CH3:36])=[O:33])[CH:25]=[CH:24][C:23]=3[CH2:22]2)(=[O:10])=[O:9])=[CH:4][CH:3]=1 |f:2.3.4,5.6|. Procedure details: A solution of 1.94 g of 4-chlorophenylsulfonyl chloride in 20 ml of ethyl acetate is added to a mixture of 30 ml of ethyl acetate, 20 ml of water, 3.46 g of potassium carbonate and 2.25 g of ethyl 6-amino-5,6,7,8-tetrahydronaphthalene-2-acetate hydrochloride under stirring at room temperature. After the mixture is stirred at room temperature for 45 minutes, the organic layer is separated therefrom, washed, dried and evaporated to remove the solvent. The residue is purified by silica gel column c...